The task is: describe an organic reaction: reactants, conditions, products, and yield. This data is from the Open Reaction Database (ORD), a public repository of structured organic reaction records. Starting materials: O (Water), [Na].CC(C)[S-] (Sodium 2-propanethiolate), BrC=1N=CC(=NC1)N (5-bromopyrazin-2-amine), [Na].CC(C)[S-] (sodium 2-propanethiolate). Run in CN(C)C=O (DMF). Conditions: temperature 100 celsius. The product is C(C)(C)SC=1N=CC(=NC1)N (5-Isopropylsulfanylpyrazin-2-amine). RXN SMILES: [Na].[CH3:2][CH:3]([S-:5])[CH3:4].Br[C:7]1[N:8]=[CH:9][C:10]([NH2:13])=[N:11][CH:12]=1.O>CN(C=O)C>[CH:3]([S:5][C:7]1[N:8]=[CH:9][C:10]([NH2:13])=[N:11][CH:12]=1)([CH3:4])[CH3:2] |f:0.1,^1:0|. Reported procedure: Sodium-2-propanethiolate (2.256 g, 20.69 mmol) was added to a stirred solution of 5-bromopyrazin-2-amine (3 g, 17.24 mmol) in DMF (15 mL) and heated at 100° C. under microwave conditions for 4 hours. A further portion of sodium-2-propanethiolate (2.256 g, 20.69 mmol) was added the reaction heated for a further 1 hour at 100° C. under microwave conditions. Water was added and the mixture extracted with EtOAc (×2). The combined organic layers were washed with water (×3), brine (×1), dried, (MgSO4)... Reactants: BrCCCCN1CSC(C1=O)(C)C (3-(4-bromobutyl)-5,5-dimethyl-4-thiazolidinone), Cl.S1N=C(C2=C1C=CC=C2)N2CCNCC2 (1-(1,2-benzisothiazol-3-yl)piperazine hydrochloride), C(=O)([O-])[O-].[K+].[K+] (K2CO3), [Na+].[I-] (NaI), [Br-] (bromide). The solvent is C(C)#N (acetonitrile), CO.C(Cl)Cl (MeOH CH2Cl2), C(C)(=O)OCC (ethyl acetate). Reaction conditions: temperature 95 celsius, time 21 hour. The product is Cl.S1N=C(C2=C1C=CC=C2)N2CCN(CC2)CCCCN2CSC(C2=O)(C)C (3-[4-[1-(1,2-Benzisothiazol-3-yl)-4-piperazinyl]butyl]-5,5-dimethyl-4-thiazolidinone hydrochloride). Yield: 60.0%. As a reaction SMILES: Br[CH2:2][CH2:3][CH2:4][CH2:5][N:6]1[C:10](=[O:11])[C:9]([CH3:13])([CH3:12])[S:8][CH2:7]1.[ClH:14].[S:15]1[C:19]2[CH:20]=[CH:21][CH:22]=[CH:23][C:18]=2[C:17]([N:24]2[CH2:29][CH2:28][NH:27][CH2:26][CH2:25]2)=[N:16]1.C([O-])([O-])=O.[K+].[K+].[Na+].[I-].[Br-]>C(OCC)(=O)C.CO.C(Cl)Cl.C(#N)C>[ClH:14].[S:15]1[C:19]2[CH:20]=[CH:21][CH:22]=[CH:23][C:18]=2[C:17]([N:24]2[CH2:25][CH2:26][N:27]([CH2:2][CH2:3][CH2:4][CH2:5][N:6]3[C:10](=[O:11])[C:9]([CH3:13])([CH3:12])[S:8][CH2:7]3)[CH2:28][CH2:29]2)=[N:16]1 |f:1.2,3.4.5,6.7,10.11,13.14|. Procedure: A mixture of 3-(4-bromobutyl)-5,5-dimethyl-4-thiazolidinone (3.50 g), 1-(1,2-benzisothiazol-3-yl)piperazine hydrochloride (3.70 g), K2CO3 (6.34 g), NaI (330 mg) and acetonitrile (175 mL) was heated at 95° C. (bath temperature) under nitrogen. After 21 hours, TLC analysis (silica gel, 5% MeOH/CH2Cl2) showed the absence of starting bromide and the presence of a major product, Rf =0.33. The reaction mixture was cooled to room temperature, ethyl acetate (150 mL) was added, and the mixture filtered. ... Starting materials: F[B-](F)(F)F, CCN(C(C)C)C(C)C, CC(=O)O, CCOC(C)=O, NCc1ccc(F)cc1, CN(C)C=O, CN(C)C(On1nnc2ccccc21)=[N+](C)C. Yields the product CC(=O)NCc1ccc(F)cc1. As a reaction SMILES: [B-:14]([F:15])([F:16])([F:17])[F:18].[CH2:36]([N:37]([CH:38]([CH3:39])[CH3:40])[CH:41]([CH3:42])[CH3:43])[CH3:44].[CH3:1][C:2]([OH:3])=[O:4].[CH3:50][CH2:51][O:52][C:53]([CH3:54])=[O:55].[F:5][c:6]1[cH:7][cH:8][c:9]([CH2:12][NH2:13])[cH:10][cH:11]1.[O:45]=[CH:46][N:47]([CH3:48])[CH3:49].[n:19]1([O:20][C:21]([N:22]([CH3:23])[CH3:24])=[N+:25]([CH3:26])[CH3:27])[c:28]2[cH:29][cH:30][cH:31][cH:32][c:33]2[n:34][n:35]1>>[CH3:1][C:2](=[O:4])[NH:13][CH2:12][c:9]1[cH:8][cH:7][c:6]([F:5])[cH:11][cH:10]1. Starting materials: COc1ccc2ncc(F)c(C(=O)CCC3CCN(C(=O)OC(C)(C)C)CC3C(=O)O)c2c1, CO, CCN(C(C)C)C(C)C, ClCCl, O=S(Cl)Cl. Yields the product COC(=O)C1CN(C(=O)OC(C)(C)C)CCC1CCC(=O)c1c(F)cnc2ccc(OC)cc12. As a reaction SMILES: [C:5]([CH3:6])([CH3:7])([CH3:8])[O:9][C:10](=[O:11])[N:12]1[CH2:13][CH:14]([C:35](=[O:36])[OH:37])[CH:15]([CH2:18][CH2:19][C:20](=[O:21])[c:22]2[c:23]([F:34])[cH:24][n:25][c:26]3[cH:27][cH:28][c:29]([O:32][CH3:33])[cH:30][c:31]23)[CH2:16][CH2:17]1.[CH3:50][OH:51].[CH:38]([N:39]([CH2:40][CH3:41])[CH:42]([CH3:43])[CH3:44])([CH3:45])[CH3:46].[Cl:47][CH2:48][Cl:49].[S:1]([Cl:2])([Cl:3])=[O:4]>>[C:5]([CH3:6])([CH3:7])([CH3:8])[O:9][C:10](=[O:11])[N:12]1[CH2:13][CH:14]([C:35](=[O:36])[O:37][CH3:38])[CH:15]([CH2:18][CH2:19][C:20](=[O:21])[c:22]2[c:23]([F:34])[cH:24][n:25][c:26]3[cH:27][cH:28][c:29]([O:32][CH3:33])[cH:30][c:31]23)[CH2:16][CH2:17]1. Yields the product O(C)C1=CC=C(C=C1)C1=NC2=CC=CC=C2C(=N1)C(=O)N1CC2=CC=C(C(=C2CC1)OC)OC (2-[[2-(4-methoxylphenyl)quinazolin-4-yl]carbonyl]-5,6-dimethoxy-1,2,3,4-tetrahydroisoquinoline). Yield: 13.0%. Starting materials: O(C)C1=CC=C(C=C1)C1=NC2=CC=CC=C2C(=N1)C(=O)O (2-(4-methoxylphenyl)quinazoline-4-carboxylic acid), Cl.COC1=C2CCNCC2=CC=C1OC (5,6-dimethoxy-1,2,3,4-tetrahydroisoquinoline hydrochloride). Reported procedure: Reaction of 2-(4-methoxylphenyl)quinazoline-4-carboxylic acid with 5,6-dimethoxy-1,2,3,4-tetrahydroisoquinoline hydrochloride gave compound 24 (13% yield) as a light yellow solid. 1H NMR (300 MHz, DMSO-d6) δ 2.72 and 2.98 (2t, 2H), 3.48 and 4.03 (2t, 2H), 3.69-3.87 (5s, 9H), 4.41 and 4.93 (2s, 2H), 6.63 and 7.01 (2d, 1H), 6.80 and 7.08 (2d, 1H), 7.11-7.14 (m, 2H), 7.71-7.74 (m, 1H), 7.83-7.95 (2d, 1H), 8.03-8.10 (m, 2H), 8.45-8.51 (m, 2H); MS (ESI) m/z 456 ([M+H]+). Reaction SMILES: [O:1]([C:3]1[CH:8]=[CH:7][C:6]([C:9]2[N:18]=[C:17]([C:19]([OH:21])=O)[C:16]3[C:11](=[CH:12][CH:13]=[CH:14][CH:15]=3)[N:10]=2)=[CH:5][CH:4]=1)[CH3:2].Cl.[CH3:23][O:24][C:25]1[C:34]([O:35][CH3:36])=[CH:33][CH:32]=[C:31]2[C:26]=1[CH2:27][CH2:28][NH:29][CH2:30]2>>[O:1]([C:3]1[CH:8]=[CH:7][C:6]([C:9]2[N:18]=[C:17]([C:19]([N:29]3[CH2:28][CH2:27][C:26]4[C:31](=[CH:32][CH:33]=[C:34]([O:35][CH3:36])[C:25]=4[O:24][CH3:23])[CH2:30]3)=[O:21])[C:16]3[C:11](=[CH:12][CH:13]=[CH:14][CH:15]=3)[N:10]=2)=[CH:5][CH:4]=1)[CH3:2] |f:1.2|.